Task: describe an organic reaction: reactants, conditions, products, and yield. Dataset: the Open Reaction Database (ORD), a public repository of structured organic reaction records Starting materials: COC(=O)C=CCN(CC(=O)OC(C)(C)C)S(=O)(=O)c1ccc2cc(Cl)ccc2c1, Cc1ccccc1, O=C(O)C(F)(F)F. Yields the product COC(=O)C=CCN(CC(=O)O)S(=O)(=O)c1ccc2cc(Cl)ccc2c1. Reaction SMILES: [C:1]([CH3:2])([CH3:3])([CH3:4])[O:5][C:6](=[O:7])[CH2:8][N:9]([CH2:10][CH:11]=[CH:12][C:13](=[O:14])[O:15][CH3:16])[S:17](=[O:18])(=[O:19])[c:20]1[cH:21][c:22]2[cH:23][cH:24][c:25]([Cl:30])[cH:26][c:27]2[cH:28][cH:29]1.[CH3:38][c:39]1[cH:40][cH:41][cH:42][cH:43][cH:44]1.[OH:31][C:32]([C:33]([F:34])([F:35])[F:36])=[O:37]>>[O:5]=[C:6]([OH:7])[CH2:8][N:9]([CH2:10][CH:11]=[CH:12][C:13](=[O:14])[O:15][CH3:16])[S:17](=[O:18])(=[O:19])[c:20]1[cH:21][c:22]2[cH:23][cH:24][c:25]([Cl:30])[cH:26][c:27]2[cH:28][cH:29]1. Reactants: [BH3-]C#N, O=C([O-])O, O=C(NN=C1C2CC3CC(C2)CC1C3)OCc1ccccc1, [Na+], [Na+], C1CCOC1, O, Cc1ccc(S(=O)(=O)O)cc1. The product is O=C(NNC1C2CC3CC(C2)CC1C3)OCc1ccccc1. Reaction SMILES: [C:23]([BH3-:24])#[N:25].[C:39](=[O:40])([O-:41])[OH:42].[CH:1]12[C:2](=[N:11][NH:12][C:13](=[O:14])[O:15][CH2:16][c:17]3[cH:18][cH:19][cH:20][cH:21][cH:22]3)[CH:3]3[CH2:4][CH:5]([CH2:6][CH:7]([CH2:8]1)[CH2:9]3)[CH2:10]2.[Na+:26].[Na+:43].[O:44]1[CH2:45][CH2:46][CH2:47][CH2:48]1.[OH2:27].[c:28]1([CH3:29])[cH:30][cH:31][c:32]([S:33]([OH:34])(=[O:35])=[O:36])[cH:37][cH:38]1>>[CH:1]12[CH:2]([NH:11][NH:12][C:13](=[O:14])[O:15][CH2:16][c:17]3[cH:18][cH:19][cH:20][cH:21][cH:22]3)[CH:3]3[CH2:4][CH:5]([CH2:6][CH:7]([CH2:8]1)[CH2:9]3)[CH2:10]2. The reactants are O=C(O)c1ccc(C(=O)c2ccccc2)cc1, CCCC[Sn](CCCC)(CCCC)OC. Product: CCCC[Sn](CCCC)(CCCC)OC(=O)c1ccc(C(=O)c2ccccc2)cc1. RXN SMILES: [C:1]([c:2]1[cH:3][cH:4][cH:5][cH:6][cH:7]1)(=[O:8])[c:9]1[cH:10][cH:11][c:12]([C:13](=[O:14])[OH:15])[cH:16][cH:17]1.[CH2:18]([CH2:19][CH2:20][CH3:21])[Sn:22]([O:23][CH3:24])([CH2:25][CH2:26][CH2:27][CH3:28])[CH2:29][CH2:30][CH2:31][CH3:32]>>[C:1]([c:2]1[cH:3][cH:4][cH:5][cH:6][cH:7]1)(=[O:8])[c:9]1[cH:10][cH:11][c:12]([C:13]([O:14][Sn:22]([CH2:18][CH2:19][CH2:20][CH3:21])([CH2:25][CH2:26][CH2:27][CH3:28])[CH2:29][CH2:30][CH2:31][CH3:32])=[O:15])[cH:16][cH:17]1. The reactants are CC1CN(C(=O)c2ccccc2)CCN1, Clc1nnc(Cl)c2ncccc12, ClCCl. Yields the product CC1CN(C(=O)c2ccccc2)CCN1c1nnc(Cl)c2cccnc12. As a reaction SMILES: [CH3:13][CH:14]1[CH2:15][N:16]([C:20](=[O:21])[c:22]2[cH:23][cH:24][cH:25][cH:26][cH:27]2)[CH2:17][CH2:18][NH:19]1.[Cl:1][c:2]1[c:3]2[c:4]([c:5]([Cl:8])[n:6][n:7]1)[n:9][cH:10][cH:11][cH:12]2.[Cl:28][CH2:29][Cl:30]>>[Cl:1][c:2]1[c:3]2[c:4]([c:5]([N:19]3[CH:14]([CH3:13])[CH2:15][N:16]([C:20](=[O:21])[c:22]4[cH:23][cH:24][cH:25][cH:26][cH:27]4)[CH2:17][CH2:18]3)[n:6][n:7]1)[n:9][cH:10][cH:11][cH:12]2. Run at time 3 day. Solvent: C1CCOC1 (THF), CO.C(Cl)Cl (MeOH DCM). The reactants are ON=C(C)N (N′-hydroxyethanimidamide), CN1CCOCC1 (N-Methylmorpholine), ClC(=O)OCC (ethyl chloroformate), C(=O)(O)CN1C(C(CC2=CC=CC=C12)NC(=O)C1=CC2=C(N1)SC(=C2)Cl)=O (N-[1-(Carboxymethyl)-2-oxo-1,2,3,4-tetrahydroquinolin-3-yl]-2-chloro-6H-thieno[2,3-b]pyrrole-5-carboxamide). RXN SMILES: CN1CCOCC1.ClC(OCC)=O.[C:14]([CH2:17][N:18]1[C:27]2[C:22](=[CH:23][CH:24]=[CH:25][CH:26]=2)[CH2:21][CH:20]([NH:28][C:29]([C:31]2[NH:35][C:34]3[S:36][C:37]([Cl:39])=[CH:38][C:33]=3[CH:32]=2)=[O:30])[C:19]1=[O:40])([OH:16])=O.O[N:42]=[C:43]([NH2:45])[CH3:44]>C1COCC1.CO.C(Cl)Cl>[Cl:39][C:37]1[S:36][C:34]2[NH:35][C:31]([C:29]([NH:28][CH:20]3[CH2:21][C:22]4[C:27](=[CH:26][CH:25]=[CH:24][CH:23]=4)[N:18]([CH2:17][C:14]4[O:16][N:45]=[C:43]([CH3:44])[N:42]=4)[C:19]3=[O:40])=[O:30])=[CH:32][C:33]=2[CH:38]=1 |f:5.6|. Product: ClC1=CC2=C(NC(=C2)C(=O)NC2C(N(C3=CC=CC=C3C2)CC2=NC(=NO2)C)=O)S1 (2-Chloro-N-{1-[(3-methyl-1,2,4-oxadiazol-5-yl)methyl]-2-oxo-1,2,3,4-tetrahydroquinolin-3-yl}-6H-thieno[2,3-b]pyrrole-5-carboxamide). The yield is 61.5%. Procedure: N-Methylmorpholine (118 μL, 1.07 mmol) then ethyl chloroformate (103 μL, 1.07 mmol) were added to N-[1-(carboxymethyl)-2-oxo-1,2,3,4-tetrahydroquinolin-3-yl]-2-chloro-6H-thieno[2,3-b]pyrrole-5-carboxamide (Example 2; 431 mg, 1.07 mmol) in anhydrous THF (10 mL) at 0° C. After 20 minutes N′-hydroxyethanimidamide (119 mg, 1.61 mmol) was added and the reaction stirred at ambient temperature for 3 days then at reflux for 5 hours. After evaporation to dryness the residue was suspended in 1,4-dioxane a... Reactants: CCOC(=O)C (EtOAc), ClC1=CC(=C(C=C1C=1C(N(C2=CC(=NC=C2C1)Cl)CC)=O)NC(=O)NC1=CC(=C(C=C1)F)CN1CCOCC1)F (1-(4-chloro-5-(7-chloro-1-ethyl-2-oxo-1,2-dihydro-1,6-naphthyridin-3-yl)-2-fluorophenyl)-3-(4-fluoro-3-(morpholinomethyl)phenyl)urea), C(=O)([O-])[O-].[K+].[K+] (K2CO3), C(=O)N (formamide). Reagents/catalysts: CC(C)C1=CC(=C(C(=C1)C(C)C)C2=C(C=CC(=C2P(C3CCCCC3)C4CCCCC4)OC)OC)C(C)C.C1=CC=C([C-]=C1)CCN.Cl[Pd+] (BrettPhos Palladacycle). The solvent is CN(C)C=O (DMF), O1CCOCC1 (dioxane). Run at temperature 100 celsius, time 1 hour. Yields the product ClC1=C(C=C(C(=C1)F)NC(=O)NC1=CC(=C(C=C1)F)CN1CCOCC1)C=1C(N(C2=CC(=NC=C2C1)NC=O)CC)=O (N-(3-(2-chloro-4-fluoro-5-(3-(4-fluoro-3-(morpholinomethyl)phenyl)ureido)phenyl)-1-ethyl-2-oxo-1,2-dihydro-1,6-naphthyridin-7-yl)formamide). Yield: 21.0%. As a reaction SMILES: [Cl:1][C:2]1[C:7]([C:8]2[C:9](=[O:21])[N:10]([CH2:19][CH3:20])[C:11]3[C:16]([CH:17]=2)=[CH:15][N:14]=[C:13](Cl)[CH:12]=3)=[CH:6][C:5]([NH:22][C:23]([NH:25][C:26]2[CH:31]=[CH:30][C:29]([F:32])=[C:28]([CH2:33][N:34]3[CH2:39][CH2:38][O:37][CH2:36][CH2:35]3)[CH:27]=2)=[O:24])=[C:4]([F:40])[CH:3]=1.C([O-])([O-])=O.[K+].[K+].[CH:47]([NH2:49])=[O:48].CCOC(C)=O>O1CCOCC1.CC(C1C=C(C(C)C)C(C2C(P(C3CCCCC3)C3CCCCC3)=C(OC)C=CC=2OC)=C(C(C)C)C=1)C.C1C=[C-]C(CCN)=CC=1.Cl[Pd+].CN(C=O)C>[Cl:1][C:2]1[CH:3]=[C:4]([F:40])[C:5]([NH:22][C:23]([NH:25][C:26]2[CH:31]=[CH:30][C:29]([F:32])=[C:28]([CH2:33][N:34]3[CH2:39][CH2:38][O:37][CH2:36][CH2:35]3)[CH:27]=2)=[O:24])=[CH:6][C:7]=1[C:8]1[C:9](=[O:21])[N:10]([CH2:19][CH3:20])[C:11]2[C:16]([CH:17]=1)=[CH:15][N:14]=[C:13]([NH:49][CH:47]=[O:48])[CH:12]=2 |f:1.2.3,7.8.9|. Procedure details: A mixture of 1-(4-chloro-5-(7-chloro-1-ethyl-2-oxo-1,2-dihydro-1,6-naphthyridin-3-yl)-2-fluorophenyl)-3-(4-fluoro-3-(morpholinomethyl)phenyl)urea (155 mg, 0.263 mmol), K2CO3 (73 mg, 0.570 mmol) and formamide (59 mg, 1.317 mmol) in dioxane (3 mL) was sparged with Ar, treated with BrettPhos Palladacycle (10 mg, 13 μmol) and heated at 100° C. for 2 h. The mixture was cooled to RT, treated with EtOAc, DMF and 50% satd. NaHCO3 and the solid collected via filtration. The layers of the filtrate were se... Starting materials: CC(=O)OCc1cc(NC(=O)c2ccoc2C)ccc1Cl, [K+], [OH-], O. Yields the product Cc1occc1C(=O)Nc1ccc(Cl)c(CO)c1. As a reaction SMILES: [C:1](=[O:2])([CH3:3])[O:4][CH2:5][c:6]1[cH:7][c:8]([NH:13][C:14](=[O:15])[c:16]2[c:17]([CH3:21])[o:18][cH:19][cH:20]2)[cH:9][cH:10][c:11]1[Cl:12].[K+:23].[OH-:22].[OH2:24]>>[OH:4][CH2:5][c:6]1[cH:7][c:8]([NH:13][C:14](=[O:15])[c:16]2[c:17]([CH3:21])[o:18][cH:19][cH:20]2)[cH:9][cH:10][c:11]1[Cl:12].